This data is from the Open Reaction Database (ORD), a public repository of structured organic reaction records. The task is: describe an organic reaction: reactants, conditions, products, and yield The reactants are O=C(O)C1CCCCC1, [Cl-], Cl, [H-], N#CCC#N, [Na+], C1CCOC1. Yields the product N#CC(C#N)=C(O)C1CCCCC1. As a reaction SMILES: [CH:9]1([C:15](=[O:16])[OH:17])[CH2:10][CH2:11][CH2:12][CH2:13][CH2:14]1.[Cl-:8].[ClH:18].[H-:6].[N:1]#[C:2][CH2:3][C:4]#[N:5].[Na+:7].[O:19]1[CH2:20][CH2:21][CH2:22][CH2:23]1>>[N:1]#[C:2][C:3]([C:4]#[N:5])=[C:15]([CH:9]1[CH2:10][CH2:11][CH2:12][CH2:13][CH2:14]1)[OH:16]. Starting materials: OC(C1=C(C=CC=C1)S(=O)(=O)NC1=C(C=CC=C1)C)C1=CC2=C(OCO2)C(=C1)OC (2-[hydroxy-(7-methoxy-benzo[1,3]dioxol-5-yl)-methyl]-N-o-tolyl-benzenesulfonamide), BrCC(=O)OC (methyl bromoacetate), [H-].[Na+] (sodium hydride), oil. Run in O1CCCC1 (tetrahydrofuran), O1CCCC1 (tetrahydrofuran). Conditions: time 30 minute. The product is COC(CN(C1=C(C=CC=C1)C)S(=O)(=O)C1=C(C=CC=C1)C(C1=CC2=C(OCO2)C(=C1)OC)O)=O (({2-[Hydroxy-(7-methoxy-benzo[1,3]dioxol-5-yl)-methyl]-benzenesulfonyl}-o-tolyl-amino)-acetic acid methyl ester). Isolated yield 89.5%. Reaction SMILES: [H-].[Na+].[OH:3][CH:4]([C:22]1[CH:30]=[C:29]([O:31][CH3:32])[C:25]2[O:26][CH2:27][O:28][C:24]=2[CH:23]=1)[C:5]1[CH:10]=[CH:9][CH:8]=[CH:7][C:6]=1[S:11]([NH:14][C:15]1[CH:20]=[CH:19][CH:18]=[CH:17][C:16]=1[CH3:21])(=[O:13])=[O:12].Br[CH2:34][C:35]([O:37][CH3:38])=[O:36]>O1CCCC1>[CH3:38][O:37][C:35](=[O:36])[CH2:34][N:14]([S:11]([C:6]1[CH:7]=[CH:8][CH:9]=[CH:10][C:5]=1[CH:4]([OH:3])[C:22]1[CH:30]=[C:29]([O:31][CH3:32])[C:25]2[O:26][CH2:27][O:28][C:24]=2[CH:23]=1)(=[O:12])=[O:13])[C:15]1[CH:20]=[CH:19][CH:18]=[CH:17][C:16]=1[CH3:21] |f:0.1|. Procedure details: Sixty percent sodium hydride suspension in oil (0.422 g, 10.55 mmol) was washed with tetrahydrofuran and was added to tetrahydrofuran (175 mL). To this was added 2-[hydroxy-(7-methoxy-benzo[1,3]dioxol-5-yl)-methyl]-N-o-tolyl-benzenesulfonamide (4.1 g, 9.59 mmol). After stirring for 30 minutes, methyl bromoacetate (1.09 mL, 11.5 mmol) was added followed by stirring at reflux for 18 hours. The mixture was evaporated to an oil in vacuo, and the residue was resuspended in ethyl ether, washed with 1N... The reactants are C1=CC=C(C=C1)C(C#N)O (Benzaldehyde cyanohydrin), acid chloride, N1=CC(=CC(=C1)C)C (3,5-lutidine), COC1=C(C(=O)Cl)C(=CC=C1Cl)Cl (2-methoxy-3,6-dichlorobenzoic acid chloride). Run in C(Cl)Cl (methylene chloride). Run at temperature 10 celsius, time 3 hour. The product is ClC=1C(=C(C(=O)OC(C2=CC=CC=C2)C#N)C(=CC1)Cl)OC (Cyanobenzyl 3,6-Dichloro-2-Methoxybenzoate). As a reaction SMILES: [CH:1]1[CH:6]=[CH:5][C:4]([CH:7]([OH:10])[C:8]#[N:9])=[CH:3][CH:2]=1.N1C=C(C)C=C(C)C=1.[CH3:19][O:20][C:21]1[C:29]([Cl:30])=[CH:28][CH:27]=[C:26]([Cl:31])[C:22]=1[C:23](Cl)=[O:24]>C(Cl)Cl>[Cl:30][C:29]1[C:21]([O:20][CH3:19])=[C:22]([C:26]([Cl:31])=[CH:27][CH:28]=1)[C:23]([O:10][CH:7]([C:8]#[N:9])[C:4]1[CH:5]=[CH:6][CH:1]=[CH:2][CH:3]=1)=[O:24]. Reported procedure: Benzaldehyde cyanohydrin (13.3 grams; 0.100 moles), 3,5-lutidine (11 grams) and methylene chloride (100 ml) were placed in a 500 ml. 3-necked glass reaction flask equipped with a mechanical stirrer, thermometer, condenser and addition funnel. This mixture was cooled to 10° C. by means of an ice bath and 2-methoxy-3,6-dichlorobenzoic acid chloride (23.9 grams; 0.10 moles) was added dropwise with the temperature of the mixture maintained at 5°-10° C. After the addition of the acid chloride was com... Yields the product CC1C(c2cc(C(F)(F)F)cc(C(F)(F)F)c2)OC(=O)N1Cc1cc(C(F)(F)F)ccc1-c1ccn(C(C)C)c1. Reaction SMILES: [CH3:45][S:46]([CH3:47])=[O:48].[F:1][C:2]([c:3]1[cH:4][c:5]([CH:13]2[CH:14]([CH3:35])[N:15]([CH2:19][c:20]3[c:21](-[c:30]4[cH:31][nH:32][cH:33][cH:34]4)[cH:22][cH:23][c:24]([C:26]([F:27])([F:28])[F:29])[cH:25]3)[C:16](=[O:18])[O:17]2)[cH:6][c:7]([C:9]([F:10])([F:11])[F:12])[cH:8]1)([F:36])[F:37].[I:40][CH:41]([CH3:42])[CH3:43].[K+:39].[OH-:38].[OH2:44]>>[F:1][C:2]([c:3]1[cH:4][c:5]([CH:13]2[CH:14]([CH3:35])[N:15]([CH2:19][c:20]3[c:21](-[c:30]4[cH:31][n:32]([CH:41]([CH3:42])[CH3:43])[cH:33][cH:34]4)[cH:22][cH:23][c:24]([C:26]([F:27])([F:28])[F:29])[cH:25]3)[C:16](=[O:18])[O:17]2)[cH:6][c:7]([C:9]([F:10])([F:11])[F:12])[cH:8]1)([F:36])[F:37]. The reactants are CS(C)=O, CC1C(c2cc(C(F)(F)F)cc(C(F)(F)F)c2)OC(=O)N1Cc1cc(C(F)(F)F)ccc1-c1cc[nH]c1, CC(C)I, [K+], [OH-], O. Reactants: Cc1oc(C(C)(C)C)nc1CCl, O=C([O-])[O-], CCOC(Cc1c(C)cc(O)cc1C)C(=O)OC, [Cs+], [Cs+], [I-], [K+]. Product: CCOC(Cc1c(C)cc(OCc2nc(C(C)(C)C)oc2C)cc1C)C(=O)OC. As a reaction SMILES: [C:19]([CH3:20])([CH3:21])([CH3:22])[c:23]1[o:24][c:25]([CH3:30])[c:26]([CH2:28][Cl:29])[n:27]1.[C:31](=[O:32])([O-:33])[O-:34].[CH3:1][O:2][C:3]([CH:4]([CH2:5][c:6]1[c:7]([CH3:14])[cH:8][c:9]([OH:13])[cH:10][c:11]1[CH3:12])[O:15][CH2:16][CH3:17])=[O:18].[Cs+:35].[Cs+:36].[I-:38].[K+:37]>>[CH3:1][O:2][C:3]([CH:4]([CH2:5][c:6]1[c:7]([CH3:14])[cH:8][c:9]([O:13][CH2:28][c:26]2[c:25]([CH3:30])[o:24][c:23]([C:19]([CH3:20])([CH3:21])[CH3:22])[n:27]2)[cH:10][c:11]1[CH3:12])[O:15][CH2:16][CH3:17])=[O:18]. Starting materials: CCOC(C(=O)NC1CCN(Cc2ccccc2)CC1)(c1ccccc1)C(C)C, ClC(Cl)Cl, O=C(OO)c1cccc(Cl)c1. Yields the product CCOC(C(=O)NC1CC[N+]([O-])(Cc2ccccc2)CC1)(c1ccccc1)C(C)C. As a reaction SMILES: [CH2:1]([c:2]1[cH:3][cH:4][cH:5][cH:6][cH:7]1)[N:8]1[CH2:9][CH2:10][CH:11]([NH:14][C:15]([C:16]([CH:17]([CH3:18])[CH3:19])([c:20]2[cH:21][cH:22][cH:23][cH:24][cH:25]2)[O:26][CH2:27][CH3:28])=[O:29])[CH2:12][CH2:13]1.[CH:41]([Cl:42])([Cl:43])[Cl:44].[Cl:30][c:31]1[cH:32][cH:33][cH:34][c:35]([C:36]([O:37][OH:39])=[O:38])[cH:40]1>>[CH2:1]([c:2]1[cH:3][cH:4][cH:5][cH:6][cH:7]1)[N+:8]1([O-:38])[CH2:9][CH2:10][CH:11]([NH:14][C:15]([C:16]([CH:17]([CH3:18])[CH3:19])([c:20]2[cH:21][cH:22][cH:23][cH:24][cH:25]2)[O:26][CH2:27][CH3:28])=[O:29])[CH2:12][CH2:13]1.